This data is from the Open Reaction Database (ORD), a public repository of structured organic reaction records. The task is: describe an organic reaction: reactants, conditions, products, and yield Starting materials: CCOc1ccc(N(C(=O)OC(C)(C)C)c2c(CCCO)c(Cl)nc3ccnn23)cc1, ClCCl. The product is CCOc1ccc(N(C(=O)OC(C)(C)C)c2c(CCC=O)c(Cl)nc3ccnn23)cc1. RXN SMILES: [C:1]([CH3:2])([CH3:3])([CH3:4])[O:5][C:6]([N:7]([c:8]1[cH:9][cH:10][c:11]([O:14][CH2:15][CH3:16])[cH:12][cH:13]1)[c:17]1[c:18]([CH2:27][CH2:28][CH2:29][OH:30])[c:19]([Cl:26])[n:20][c:21]2[n:22]1[n:23][cH:24][cH:25]2)=[O:31].[CH2:32]([Cl:33])[Cl:34]>>[C:1]([CH3:2])([CH3:3])([CH3:4])[O:5][C:6]([N:7]([c:8]1[cH:9][cH:10][c:11]([O:14][CH2:15][CH3:16])[cH:12][cH:13]1)[c:17]1[c:18]([CH2:27][CH2:28][CH:29]=[O:30])[c:19]([Cl:26])[n:20][c:21]2[n:22]1[n:23][cH:24][cH:25]2)=[O:31]. Starting materials: O (water), CC(CC)OC1=CC=C(C=C1)O (4-(1-methylpropoxy)phenol), C([O-])([O-])=O.[K+].[K+] (potassium carbonate), BrCC(=CC(=O)OCC)C (ethyl 4-bromo-3-methyl-2-butenoate). The solvent is CN(C=O)C (dimethylformamide). Reaction conditions: time 20 hour. The product is C/C(=C/C(=O)OCC)/COC1=CC=C(C=C1)OC(CC)C (ethyl (Z)-3-methyl-4-[4-(1-methylpropoxy)phenoxyl]-2-butenoate). As a reaction SMILES: [CH3:1][CH:2]([O:5][C:6]1[CH:11]=[CH:10][C:9]([OH:12])=[CH:8][CH:7]=1)[CH2:3][CH3:4].C(=O)([O-])[O-].[K+].[K+].Br[CH2:20][C:21]([CH3:28])=[CH:22][C:23]([O:25][CH2:26][CH3:27])=[O:24].O>CN(C)C=O>[CH3:20]/[C:21](/[CH2:28][O:12][C:9]1[CH:8]=[CH:7][C:6]([O:5][CH:2]([CH3:1])[CH2:3][CH3:4])=[CH:11][CH:10]=1)=[CH:22]/[C:23]([O:25][CH2:26][CH3:27])=[O:24] |f:1.2.3|. Procedure: To 4-(1-methylpropoxy)phenol (0.84 g, 5.06 mmol) and potassium carbonate (0.66 g, 0.48 mmol) in 10 ml of dimethylformamide (DMF) at 5° is added ethyl 4-bromo-3-methyl-2-butenoate (1.0 g, 0.48 mmol). The mixture is allowed to warm to RT and is stirred at RT for 20 hours. The reaction mixture is poured into water and extracted with ether. The organic layer is washed with 10% sodium hydroxide to remove any starting phenol, dried and the solvent removed. The product is purified by preparative thin l... The reactants are C1(=C(C(=C(C(=C1F)F)F)N)F)N.Cl.Cl (dihydrochloride), [N+](=O)([O-])C1=CC=C(C=C1)NC(CO)CO (2-(4-nitrophenylamino)propane-1,3-diol). Reagents/catalysts: [Zn].[Cl-].[NH4+].O.C(C)O (zinc ammonium chloride water ethanol). The product is Cl.Cl.NC1=CC=C(C=C1)NC(CO)CO (2-(4-aminophenylamino)propane-1,3-diol Dihydrochloride). As a reaction SMILES: [N+:1]([C:4]1[CH:9]=[CH:8][C:7]([NH:10][CH:11]([CH2:14][OH:15])[CH2:12][OH:13])=[CH:6][CH:5]=1)([O-])=O.C1(N)C(F)=C(F)C(F)=C(N)C=1F.[ClH:28].Cl>[Zn].[Cl-].[NH4+].O.C(O)C>[ClH:28].[ClH:28].[NH2:1][C:4]1[CH:9]=[CH:8][C:7]([NH:10][CH:11]([CH2:12][OH:13])[CH2:14][OH:15])=[CH:6][CH:5]=1 |f:1.2.3,4.5.6.7.8,9.10.11|. Reported procedure: The 2-(4-nitrophenylamino)propane-1,3-diol (15) obtained above was reduced with a boiling zinc/ammonium chloride/water/ethanol mixture. The corresponding amine was isolated in dihydrochloride form. The yield is 92.5%. Conditions: time 17 hour. The reactants are FC(C=1C=C(C=CC1)S(=O)(=O)Cl)(F)F (3-(Trifluoromethyl)benzenesulfonyl chloride), FC(C(=O)O)(F)F.N1CCC(CC1)ON1C(C2=CC=CC=C2C1=O)=O (2-(piperidin-4-yloxy)isoindoline-1,3-dione trifluoroacetic acid), C(C)(C)N(C(C)C)CC (N,N-diisopropylethylamine). Reaction SMILES: [F:1][C:2]([F:14])([F:13])[C:3]1[CH:4]=[C:5]([S:9](Cl)(=[O:11])=[O:10])[CH:6]=[CH:7][CH:8]=1.FC(F)(F)C(O)=O.[NH:22]1[CH2:27][CH2:26][CH:25]([O:28][N:29]2[C:37](=[O:38])[C:36]3[C:31](=[CH:32][CH:33]=[CH:34][CH:35]=3)[C:30]2=[O:39])[CH2:24][CH2:23]1.C(N(CC)C(C)C)(C)C>C(Cl)Cl>[F:1][C:2]([F:14])([F:13])[C:3]1[CH:4]=[C:5]([S:9]([N:22]2[CH2:27][CH2:26][CH:25]([O:28][N:29]3[C:30](=[O:39])[C:31]4[C:36](=[CH:35][CH:34]=[CH:33][CH:32]=4)[C:37]3=[O:38])[CH2:24][CH2:23]2)(=[O:11])=[O:10])[CH:6]=[CH:7][CH:8]=1 |f:1.2|. Run in C(Cl)Cl (CH2Cl2). Product: FC(C=1C=C(C=CC1)S(=O)(=O)N1CCC(CC1)ON1C(C2=CC=CC=C2C1=O)=O)(F)F (2-(1-(3-(trifluoromethyl)phenylsulfonyl)piperidin-4-yloxy)isoindoline-1,3-dione). Procedure: 3-(Trifluoromethyl)benzenesulfonyl chloride (3.23 g, 13.2 mmol) was added to a solution of 2-(piperidin-4-yloxy)isoindoline-1,3-dione trifluoroacetic acid (3.56 g, 9.80 mmol) and N,N-diisopropylethylamine (7.10 g, 55.0 mmol) in CH2Cl2 (85 ml), and stirred at room temperature for 17 hours. The reaction mixture was washed with aqueous 1 N HCl solution (20 ml×3), aqueous NaHCO3 solution (20 ml×3), brine (20 ml×2), dried over Na2SO4, filtered and concentrated in vacuo to give 2-(1-(3-(trifluoromethy... The reactants are [F-].[K+] (Potassium fluoride), O=S1(OC2=C(N1S(=O)(=O)C1=CC=C(C)C=C1)C=C(C=C2)CN(N2C=NC=C2)C2=CC=C(C#N)C=C2)=O (4[N-[(2,2-dioxido-3-tosyl-3H-1,2,3-benzoxathiazol-5-yl)methyl]-N-(1H-imidazol-1-yl)amino]benzonitrile). Solvent: O (water), C(C)#N (acetonitrile). Reaction conditions: time 8 hour. Product: O=S1(OC2=C(N1)C=C(C=C2)CN(N2C=NC=C2)C2=CC=C(C#N)C=C2)=O (4-[N-[(2,2-dioxido-3H-1,2,3-benzoxathiazol-5-yl)methyl]-N-(1H-imidazol-1-yl)amino]benzonitrile). Isolated yield 15.1%. As a reaction SMILES: [F-].[K+].[O:3]=[S:4]1(=[O:38])[N:8](S(C2C=CC(C)=CC=2)(=O)=O)[C:7]2[CH:19]=[C:20]([CH2:23][N:24]([C:30]3[CH:37]=[CH:36][C:33]([C:34]#[N:35])=[CH:32][CH:31]=3)[N:25]3[CH:29]=[CH:28][N:27]=[CH:26]3)[CH:21]=[CH:22][C:6]=2[O:5]1>O.C(#N)C>[O:38]=[S:4]1(=[O:3])[NH:8][C:7]2[CH:19]=[C:20]([CH2:23][N:24]([C:30]3[CH:37]=[CH:36][C:33]([C:34]#[N:35])=[CH:32][CH:31]=3)[N:25]3[CH:29]=[CH:28][N:27]=[CH:26]3)[CH:21]=[CH:22][C:6]=2[O:5]1 |f:0.1|. Reported procedure: Potassium fluoride (0.36 g, 6.14 mmol) in water (5 ml) was added to 4[N-[(2,2-dioxido-3-tosyl-3H-1,2,3-benzoxathiazol-5-yl)methyl]-N-(1H-imidazol-1-yl)amino]benzonitrile (1.60 g, 3.07 mmol) in acetonitrile (15 ml) at room temperature. The solution was stirred overnight, concentrated, extracted with dichloromethane. The organic layer was dried over sodium sulfate and concentrated under vacuum. Flash chromatography on silica gel (toluene/dioxane: 5/5) yielded an oil and crystallization from ethano... Starting materials: Cl (hydrochloric acid), C1(=CC=CC=C1)C=1C(=CN(C1)CC1=CC=C(C=C1)OCC=1SC=CC1)CCC(=O)OCC (ethyl 3-[4-phenyl-1-[4-(2-thienylmethoxy)benzyl]-3-pyrrolyl]propionate), [OH-].[Na+] (sodium hydroxide), O1CCCC1 (tetrahydrofuran). Run in C(C)O (ethanol). Conditions: time 7 hour. Yields the product C1(=CC=CC=C1)C=1C(=CN(C1)CC1=CC=C(C=C1)OCC=1SC=CC1)CCC(=O)O (3-[4-phenyl-1-[4-(2-thienylmethoxy)benzyl]-3-pyrrolyl]propionic acid). The yield is 46.8%. As a reaction SMILES: [C:1]1([C:7]2[C:8]([CH2:26][CH2:27][C:28]([O:30]CC)=[O:29])=[CH:9][N:10]([CH2:12][C:13]3[CH:18]=[CH:17][C:16]([O:19][CH2:20][C:21]4[S:22][CH:23]=[CH:24][CH:25]=4)=[CH:15][CH:14]=3)[CH:11]=2)[CH:6]=[CH:5][CH:4]=[CH:3][CH:2]=1.[OH-].[Na+].O1CCCC1.Cl>C(O)C>[C:1]1([C:7]2[C:8]([CH2:26][CH2:27][C:28]([OH:30])=[O:29])=[CH:9][N:10]([CH2:12][C:13]3[CH:18]=[CH:17][C:16]([O:19][CH2:20][C:21]4[S:22][CH:23]=[CH:24][CH:25]=4)=[CH:15][CH:14]=3)[CH:11]=2)[CH:2]=[CH:3][CH:4]=[CH:5][CH:6]=1 |f:1.2|. Procedure: A mixture of ethyl 3-[4-phenyl-1-[4-(2-thienylmethoxy)benzyl]-3-pyrrolyl]propionate (620 mg), 1N aqueous sodium hydroxide solution (3 ml), tetrahydrofuran (6 ml), and ethanol (6 ml) was stirred at room temperature for 7 hours, and 1N hydrochloric acid (3 ml) was added to the mixture, which was extracted with ethyl acetate. The ethyl acetate layer was washed with saturated aqueous sodium chloride solution, dried (MgSO4), then concentrated. The colorless crystals obtained were collected by filtrat... Starting materials: ClC=1C=C(C(C(=O)OC)=CC1)NCC(=O)OC (methyl 4-chloro-N-(methoxycarbonylmethyl)anthranilate), [O-]C#N.[K+] (potassium cyanate), Cl (Hydrogen chloride). The solvent is S1(=O)(=O)CCCC1 (sulfolane). The product is ClC1=CC=C2C(NC(N(C2=C1)CC(=O)OC)=O)=O (methyl 1,2,3,4-tetrahydro-7-chloro-2,4-dioxoquinazolin-1-ylacetate). Yield: 56.6%. Reaction SMILES: Cl.[Cl:2][C:3]1[CH:4]=[C:5]([NH:13][CH2:14][C:15]([O:17][CH3:18])=[O:16])[C:6](=[CH:11][CH:12]=1)[C:7]([O:9]C)=O.[O-:19][C:20]#[N:21].[K+]>S1(CCCC1)(=O)=O>[Cl:2][C:3]1[CH:4]=[C:5]2[C:6]([C:7](=[O:9])[NH:21][C:20](=[O:19])[N:13]2[CH2:14][C:15]([O:17][CH3:18])=[O:16])=[CH:11][CH:12]=1 |f:2.3|. Procedure details: Hydrogen chloride is passed into 1 g of methyl 4-chloro-N-(methoxycarbonylmethyl)anthranilate and 1.6 g of potassium cyanate in 20 ml of sulfolane at 50° C. until analysis by HPLC indicates complete conversion. The product is precipitated by addition of water, filtered off, washed with water and dried. 0.59 g (57%) of methyl 1,2,3,4-tetrahydro-7-chloro-2,4-dioxoquinazolin-1-ylacetate is obtained. Starting materials: CN(C)C(=O)c1ccc(N2CCC(N3CCC(NC(=O)CNC(=O)c4cccc(C(F)(F)F)c4)C3)CC2)cc1, CNC. The product is CNC(=O)c1ccc(N2CCC(N3CCC(NC(=O)CNC(=O)c4cccc(C(F)(F)F)c4)C3)CC2)cc1. As a reaction SMILES: [CH3:1][N:2]([C:3]([c:4]1[cH:5][cH:6][c:7]([N:10]2[CH2:11][CH2:12][CH:13]([N:16]3[CH2:17][CH:18]([NH:21][C:22]([CH2:23][NH:24][C:25]([c:26]4[cH:27][c:28]([C:32]([F:33])([F:34])[F:35])[cH:29][cH:30][cH:31]4)=[O:36])=[O:37])[CH2:19][CH2:20]3)[CH2:14][CH2:15]2)[cH:8][cH:9]1)=[O:38])[CH3:39].[CH3:40][NH:41][CH3:42]>>[CH3:1][NH:2][C:3]([c:4]1[cH:5][cH:6][c:7]([N:10]2[CH2:11][CH2:12][CH:13]([N:16]3[CH2:17][CH:18]([NH:21][C:22]([CH2:23][NH:24][C:25]([c:26]4[cH:27][c:28]([C:32]([F:33])([F:34])[F:35])[cH:29][cH:30][cH:31]4)=[O:36])=[O:37])[CH2:19][CH2:20]3)[CH2:14][CH2:15]2)[cH:8][cH:9]1)=[O:38]. The product is FC(C=1C=C(C=C(C1)C(F)(F)F)Br)(F)F (3,5-B is(trifluoromethyl)bromobenzene). The reactants are 3-n, FC(C1=CC(=CC=C1)C(F)(F)F)(F)F (1,3-bis(trifluoro-methyl)benzene), BrN1C(=O)N(C(=O)C1(C)C)Br (1,3-dibromo-5,5-dimethylhydantoin). RXN SMILES: [F:1][C:2]([F:14])([F:13])[C:3]1[CH:8]=[CH:7][CH:6]=[C:5]([C:9]([F:12])([F:11])[F:10])[CH:4]=1.[Br:15]N1C(C)(C)C(=O)N(Br)C1=O>C(O)(=O)C>[F:1][C:2]([F:13])([F:14])[C:3]1[CH:8]=[C:7]([Br:15])[CH:6]=[C:5]([C:9]([F:10])([F:11])[F:12])[CH:4]=1. Reported procedure: To glacial acetic acid (22.0 mL), cooled to 15° C. in a 1 L 3-n RB flask (equipped with mechanical stirrer, thermocouple, and addition funnel), was added concentrated (96%) sulfuric acid (142 mL) in one portion. An exothermic heat of solution raised the temperature to 35° C. After cooling to 25° C., 1,3-bis(trifluoro-methyl)benzene (107 g, 500 mmol) was added. With the acid mixture rapidly stirring, 1,3-dibromo-5,5-dimethylhydantoin (77.25 g; 270 mmol) was added over 2 min to give a multiple pha... Run at temperature 35 celsius. Solvent: C(C)(=O)O (acetic acid).